Dataset: the Open Reaction Database (ORD), a public repository of structured organic reaction records. Task: describe an organic reaction: reactants, conditions, products, and yield Reactants: [Li]CCCC, [Cl-], O=C(CCl)c1ccc(Cl)cc1Cl, Cl, [NH4+]. Yields the product CCCCC(O)(CCl)c1ccc(Cl)cc1Cl. RXN SMILES: [CH2:1]([CH2:2][CH2:3][CH3:4])[Li:5].[Cl-:18].[Cl:6][c:7]1[c:8]([C:9]([CH2:10][Cl:11])=[O:12])[cH:13][cH:14][c:15]([Cl:17])[cH:16]1.[ClH:20].[NH4+:19]>>[CH2:1]([CH2:2][CH2:3][CH3:4])[C:9]([c:8]1[c:7]([Cl:6])[cH:16][c:15]([Cl:17])[cH:14][cH:13]1)([CH2:10][Cl:11])[OH:12].